This data is from the Open Reaction Database (ORD), a public repository of structured organic reaction records. The task is: describe an organic reaction: reactants, conditions, products, and yield Starting materials: C1(=CC=CC2=CC=CC=C12)S(=O)O (1-naphthalene sulfinic acid), C(=C)S(=O)(=O)Cl (vinylsulfonyl chloride), [OH-].[Na+] (sodium hydroxide). Run in O (water), C(C)#N (acetonitrile), O (water), O (water). The product is C(=C)S(S(=O)(=O)C1=CC=CC2=CC=CC=C12)(=O)=O (vinyl-1-naphthyldisulfone). Yield: 24.9%. RXN SMILES: [C:1]1([S:11]([OH:13])=[O:12])[C:10]2[C:5](=[CH:6][CH:7]=[CH:8][CH:9]=2)[CH:4]=[CH:3][CH:2]=1.[OH-].[Na+].[CH:16]([S:18](Cl)(=[O:20])=[O:19])=[CH2:17]>O.C(#N)C>[CH:16]([S:18](=[O:20])(=[O:19])[S:11]([C:1]1[C:10]2[C:5](=[CH:6][CH:7]=[CH:8][CH:9]=2)[CH:4]=[CH:3][CH:2]=1)(=[O:13])=[O:12])=[CH2:17] |f:1.2|. Procedure: 15 ml of water was added to 9.6 g of 1-naphthalene sulfinic acid and a solution of 2 g of sodium hydroxide in 5 ml of water was added to the mixture. To the solution there was added a solution of 6.3 g of vinylsulfonyl chloride in 20 ml of acetonitrile at room temperature with stirring and the mixture was stirred at room temperature for additional 24 hours. The reaction solution was poured into 300 ml of water, the resulting precipitates were recovered through filtration and recrystallized from ... Reactants: ClC1=CC=C2C(C3=NC4=CC=CC=C4C(N3C2=C1)=O)=O (9-Chloroindolo[2,1-b]quinazoline-6,12-dione), CN1CCNCC1 (N-methylpiperazine), CN1CCCC1=O (NMP). Solvent: C(Cl)(Cl)Cl (Chloroform). Product: CN1CCN(CC1)C1=CC=C2C(C3=NC4=CC=CC=C4C(N3C2=C1)=O)=O (9-(4-Methylpiperazinyl)indolo[2,1-b]quinazoline-6,12-dione). The yield is 53.0%. Reaction SMILES: Cl[C:2]1[CH:18]=[C:17]2[C:5]([C:6](=[O:20])[C:7]3[N:16]2[C:15](=[O:19])[C:14]2[C:9](=[CH:10][CH:11]=[CH:12][CH:13]=2)[N:8]=3)=[CH:4][CH:3]=1.[CH3:21][N:22]1[CH2:27][CH2:26][NH:25][CH2:24][CH2:23]1.CN1C(=O)CCC1>C(Cl)(Cl)Cl>[CH3:21][N:22]1[CH2:27][CH2:26][N:25]([C:2]2[CH:18]=[C:17]3[C:5]([C:6](=[O:20])[C:7]4[N:16]3[C:15](=[O:19])[C:14]3[C:9](=[CH:10][CH:11]=[CH:12][CH:13]=3)[N:8]=4)=[CH:4][CH:3]=2)[CH2:24][CH2:23]1. Reported procedure: 9-Chloroindolo[2,1-b]quinazoline-6,12-dione (Example 31, 155 mg, 0.55 mmol), N-methylpiperazine (75 μL, 0.68 mmol) and 3 mL of NMP were stirred at at 70° C. for 1 h. Chloroform (50 mL) was added and the mixture was washed with water (3×100 mL), dried (Na2SO4), filtered and solvent removed in vacuo to give the crude product. Silica gel chromatography purification of the residue using (95:5) chloroform:methanol as eluent gave 101 mg (53%) of the title compound: mp 214° C. (dec); 1H NMR(CDCl3) δ 2.... Starting materials: COC(=O)C1NC2=CC=C(C=C2C1)OC (2,3-dihydro-5-methoxy-1H-indole-2-carboxylic acid methyl ester), N (NH3). Solvent: CO (methanol). Yields the product COC=1C=C2CC(NC2=CC1)C(=O)N (2,3-dihydro-5-methoxy-1H-indole-2-carboxamide). As a reaction SMILES: C[O:2][C:3]([CH:5]1[CH2:13][C:12]2[C:7](=[CH:8][CH:9]=[C:10]([O:14][CH3:15])[CH:11]=2)[NH:6]1)=O.[NH3:16]>CO>[CH3:15][O:14][C:10]1[CH:11]=[C:12]2[C:7](=[CH:8][CH:9]=1)[NH:6][CH:5]([C:3]([NH2:16])=[O:2])[CH2:13]2. Procedure details: 2,3-dihydro-5-methoxy-1H-indole-2-carboxylic acid methyl ester (0.084 mole) and 2M NH3 in methanol (500 ml) were combined and stirred at room temperature under argon over the weekend. The solution was concentrated to 100 ml, cooled in an ice bath, and filtered. The solid was rinsed with a small amount of cold methanol and dried. The residue was triturated in methanol/ACN and filtered, yielding 4.56 g of 2,3-dihydro-5-methoxy-1H-indole-2-carboxamide (intermediate 21, mp. 228-229° C.). b) Triethyl... Starting materials: C(C)(C)(C)OC(N(C1=CC=NC=C1)CCOC1=CC(=CC(=C1)C(N(C1=CC=CC=C1)CCOCC1OC(OC1)(C)C)=O)Cl)=O ([2-(3-chloro-5-{[2-(2,2-dimethyl-[1,3]dioxolan-4-ylmethoxy)-ethyl]-phenyl-carbamoyl}-phenoxy)-ethyl]-pyridin-4-yl-carbamic acid tert-butyl ester), FC(C(=O)O)(F)F (trifluoroacetic acid). Solvent: ClCCl (dichloromethane). Reaction conditions: time 3 hour. The product is FC(C(=O)O)(F)F.ClC=1C=C(C(=O)N(C2=CC=CC=C2)CCOCC(CO)O)C=C(C1)OCCNC1=CC=NC=C1 (3-Chloro-N-[2-(2,3-dihydroxy-propoxy)-ethyl]-N-phenyl-5-[2-(pyridin-4-ylamino)-ethoxy]-benzamide trifluoroacetate). Reaction SMILES: C(OC(=O)[N:7]([CH2:14][CH2:15][O:16][C:17]1[CH:22]=[C:21]([C:23](=[O:42])[N:24]([CH2:31][CH2:32][O:33][CH2:34][CH:35]2[CH2:39][O:38]C(C)(C)[O:36]2)[C:25]2[CH:30]=[CH:29][CH:28]=[CH:27][CH:26]=2)[CH:20]=[C:19]([Cl:43])[CH:18]=1)[C:8]1[CH:13]=[CH:12][N:11]=[CH:10][CH:9]=1)(C)(C)C.[F:45][C:46]([F:51])([F:50])[C:47]([OH:49])=[O:48]>ClCCl>[F:45][C:46]([F:51])([F:50])[C:47]([OH:49])=[O:48].[Cl:43][C:19]1[CH:20]=[C:21]([CH:22]=[C:17]([O:16][CH2:15][CH2:14][NH:7][C:8]2[CH:9]=[CH:10][N:11]=[CH:12][CH:13]=2)[CH:18]=1)[C:23]([N:24]([CH2:31][CH2:32][O:33][CH2:34][CH:35]([OH:36])[CH2:39][OH:38])[C:25]1[CH:26]=[CH:27][CH:28]=[CH:29][CH:30]=1)=[O:42] |f:3.4|. Procedure: A solution of [2-(3-chloro-5-{[2-(2,2-dimethyl-[1,3]dioxolan-4-ylmethoxy)-ethyl]-phenyl-carbamoyl}-phenoxy)-ethyl]-pyridin-4-yl-carbamic acid tert-butyl ester (0.037 g) in mixture of trifluoroacetic acid (1 ml) and dichloromethane (1 ml) was stored at room temperature for 3 h and then the solvent removed under reduced pressure. The residue was subjected to preparative hplc to give the title compound (0.010 g) as a colourless gum by concentration of the required fraction under reduced pressure an... Starting materials: I.ClC1=CC=C(C(C2=CC=CC=C2)NC(=N)SC)C=C1 (methyl N-(4-chlorobenzhydryl)carbamimidothioate hydroiodide), N1CCCC1 (pyrrolidine). Solvent: CC(C)(C)O (t-BuOH). Product: I.ClC1=CC=C(C(C2=CC=CC=C2)NC(=N)N2CCCC2)C=C1 (N-(4-chlorobenzhydryl)-1-pyrrolidinecarboximidamide hydroiodide). RXN SMILES: [IH:1].[Cl:2][C:3]1[CH:20]=[CH:19][C:6]([CH:7]([NH:14][C:15](SC)=[NH:16])[C:8]2[CH:13]=[CH:12][CH:11]=[CH:10][CH:9]=2)=[CH:5][CH:4]=1.[NH:21]1[CH2:25][CH2:24][CH2:23][CH2:22]1>CC(O)(C)C>[IH:1].[Cl:2][C:3]1[CH:20]=[CH:19][C:6]([CH:7]([NH:14][C:15]([N:21]2[CH2:25][CH2:24][CH2:23][CH2:22]2)=[NH:16])[C:8]2[CH:13]=[CH:12][CH:11]=[CH:10][CH:9]=2)=[CH:5][CH:4]=1 |f:0.1,4.5|. Reported procedure: A mixture of 7.0 g (0.017 mole) of methyl N-(4-chlorobenzhydryl)carbamimidothioate hydroiodide and 2.85 g (0.04 mole) of pyrrolidine in 20 mls of t-BuOH is heated at reflux overnight. The t-BuOH is removed in vacuo and the crude guanidine hydroiodide is crystallized from methanol-ether. The crude product is recrystallized from methanol-t-butanol to yield pure N-(4-chlorobenzhydryl)-1-pyrrolidinecarboximidamide hydroiodide; mp 218°-220° (dec). Reactants: C([O-])([O-])=O.[K+].[K+] (Potassium carbonate), CCOC(=O)C (EtOAc), BrC1=NN(C=N1)C1=NC=CC=C1 (2-(3-Bromo-1H-1,2,4-triazol-1-yl)pyridine), ClC=1C=C(C=CC1)B(O)O (3-chlorophenylboronic acid). Reagents/catalysts: C=1C=CC(=CC1)[P](C=2C=CC=CC2)(C=3C=CC=CC3)[Pd]([P](C=4C=CC=CC4)(C=5C=CC=CC5)C=6C=CC=CC6)([P](C=7C=CC=CC7)(C=8C=CC=CC8)C=9C=CC=CC9)[P](C=1C=CC=CC1)(C=1C=CC=CC1)C=1C=CC=CC1 (tetrakis(triphenylphosphine)palladium). The solvent is C1(=CC=CC=C1)C (toluene). Reaction conditions: temperature 90 celsius, time 16 hour. The product is ClC=1C=C(C=CC1)C1=NN(C=N1)C1=NC=CC=C1 (2-[3-(3-chlorophenyl)-1H-1,2,4-triazol-1-yl]pyridine). As a reaction SMILES: Br[C:2]1[N:6]=[CH:5][N:4]([C:7]2[CH:12]=[CH:11][CH:10]=[CH:9][N:8]=2)[N:3]=1.[Cl:13][C:14]1[CH:15]=[C:16](B(O)O)[CH:17]=[CH:18][CH:19]=1.C(=O)([O-])[O-].[K+].[K+].CCOC(C)=O>C1(C)C=CC=CC=1.C1C=CC([P]([Pd]([P](C2C=CC=CC=2)(C2C=CC=CC=2)C2C=CC=CC=2)([P](C2C=CC=CC=2)(C2C=CC=CC=2)C2C=CC=CC=2)[P](C2C=CC=CC=2)(C2C=CC=CC=2)C2C=CC=CC=2)(C2C=CC=CC=2)C2C=CC=CC=2)=CC=1>[Cl:13][C:14]1[CH:19]=[C:18]([C:2]2[N:6]=[CH:5][N:4]([C:7]3[CH:12]=[CH:11][CH:10]=[CH:9][N:8]=3)[N:3]=2)[CH:17]=[CH:16][CH:15]=1 |f:2.3.4,^1:45,47,66,85|. Reported procedure: 2-(3-Bromo-1H-1,2,4-triazol-1-yl)pyridine (0.25 g, 1.12 mmol) and 3-chlorophenylboronic acid (0.35 g, 2.23 mmol) were dissolved in toluene (20 mL) and methanol (2 mL), then deoxygenated via argon bubbling for 10 min. Potassium carbonate (0.23 g, 1.6 mmol) and tetrakis(triphenylphosphine)palladium (129 mg, 0.11 mmol) were added to this stirred solution. The reaction container was fitted with a reflux condenser and stirred at 90° C. for 16 h, after which time it was cooled to ambient temperature a... Starting materials: CCO, Cc1ccnc(-c2cc([N+](=O)[O-])ccc2F)c1, O=[Pt]=O. Yields the product Cc1ccnc(-c2cc(N)ccc2F)c1. Reaction SMILES: [CH3:18][CH2:19][OH:20].[F:1][c:2]1[c:3](-[c:11]2[n:12][cH:13][cH:14][c:15]([CH3:17])[cH:16]2)[cH:4][c:5]([N+:8]([O-:9])=[O:10])[cH:6][cH:7]1.[Pt:21](=[O:22])=[O:23]>>[F:1][c:2]1[c:3](-[c:11]2[n:12][cH:13][cH:14][c:15]([CH3:17])[cH:16]2)[cH:4][c:5]([NH2:8])[cH:6][cH:7]1. Reactants: O[C@@H]1[C@@H](O[C@H]2OC(O[C@H]21)(C)C)C(=O)O ((3aS,5R,6S,6aS)-6-hydroxy-2,2-dimethyltetrahydrofuro[2,3-d][1,3]dioxole-5-carboxylic acid), CN(C)C(=[N+](C)C)ON1C2=C(C=CC=C2)N=N1.[B-](F)(F)(F)F (TBTU), CN1CCOCC1 (N-methylmorpholine), N1CCOCC1 (Morpholine). The solvent is C1CCOC1 (THF). Run at temperature 20 celsius, time 30 minute. Product: N1(CCOCC1)C(=O)N (morpholine amide). Isolated yield 134.9%. Reaction SMILES: O[C@H:2]1[C@H:9]2[C@H](O[C:7]([CH3:11])(C)[O:8]2)O[C@H]1C(O)=O.C[N:16]([C:18]([O:22]N1N=NC2C=CC=CC1=2)=[N+:19](C)C)C.[B-](F)(F)(F)F.CN1CCOCC1.N1CCOCC1>C1COCC1>[N:16]1([C:18]([NH2:19])=[O:22])[CH2:11][CH2:7][O:8][CH2:9][CH2:2]1 |f:1.2|. Procedure details: To a solution of (3aS,5R,6S,6aS)-6-hydroxy-2,2-dimethyltetrahydrofuro[2,3-d][1,3]dioxole-5-carboxylic acid (5.0 g, 24.5 mmol) in THF (100 ML, 20×) was added TBTU (11.8 g, 1.5 equiv), N-methylmorpholine (NMM, 4.1 mL, 1.5 equiv) and the mixture was stirred at 20° C. for 30 min. Morpholine (3.2 mL, 1.5 equiv) was then added, and the reaction mixture was stirred at 20° C. for an additional 6h. The solid was filtered off by filtration and the cake was washed with THF (10 mL, 2× ×2). The organic solut... Reactants: ClC1=C(C(=CC=C1)NC(=O)OC)C (1-chloro-2-methyl-3-methoxycarbonylaminobenzene), P(Cl)(Cl)(Cl)(Cl)Cl (phosphorus pentachloride). Yields the product ClC1=C(C(=CC=C1)N=C=O)C (1-chloro-3-isocyanato-2-methylbenzene). Procedure: A mixture of the above-mentioned 1-chloro-2-methyl-3-methoxycarbonylaminobenzene 5.80 g, phosphorus pentachloride 7.53 g and chlorobenzene 50 mL was stirred with heating under reflux for one hour. The reaction mixtures were concentrated under reduced pressure to give 1-chloro-3-isocyanato-2-methylbenzene. Solvent: ClC1=CC=CC=C1 (chlorobenzene). Reaction SMILES: [Cl:1][C:2]1[CH:7]=[CH:6][CH:5]=[C:4]([NH:8][C:9](OC)=[O:10])[C:3]=1[CH3:13].P(Cl)(Cl)(Cl)(Cl)Cl>ClC1C=CC=CC=1>[Cl:1][C:2]1[CH:7]=[CH:6][CH:5]=[C:4]([N:8]=[C:9]=[O:10])[C:3]=1[CH3:13].